This data is from the Open Reaction Database (ORD), a public repository of structured organic reaction records. The task is: describe an organic reaction: reactants, conditions, products, and yield Starting materials: [Br-], CC(=O)OCC1CC(n2cnc3c(Cl)ncnc32)C2OC(C)(C)OC12, CC(C)C[Zn+], C1CCOC1, c1ccc(P(c2ccccc2)(c2ccccc2)[Pd](P(c2ccccc2)(c2ccccc2)c2ccccc2)(P(c2ccccc2)(c2ccccc2)c2ccccc2)P(c2ccccc2)(c2ccccc2)c2ccccc2)cc1. The product is CC(=O)OCC1CC(n2cnc3c(CC(C)C)ncnc32)C2OC(C)(C)OC12. RXN SMILES: [Br-:26].[C:1]([CH3:2])(=[O:3])[O:4][CH2:5][CH:6]1[CH2:7][CH:8]([n:16]2[c:17]3[n:18][cH:19][n:20][c:21]([Cl:25])[c:22]3[n:23][cH:24]2)[CH:9]2[O:10][C:11]([CH3:14])([CH3:15])[O:12][CH:13]12.[CH2:27]([CH:28]([CH3:29])[CH3:30])[Zn+:31].[CH2:32]1[O:33][CH2:34][CH2:35][CH2:36]1.[cH:37]1[cH:38][cH:39][c:40]([P:41]([Pd:42]([P:43]([c:44]2[cH:45][cH:46][cH:47][cH:48][cH:49]2)([c:50]2[cH:51][cH:52][cH:53][cH:54][cH:55]2)[c:56]2[cH:57][cH:58][cH:59][cH:60][cH:61]2)([P:62]([c:63]2[cH:64][cH:65][cH:66][cH:67][cH:68]2)([c:69]2[cH:70][cH:71][cH:72][cH:73][cH:74]2)[c:75]2[cH:76][cH:77][cH:78][cH:79][cH:80]2)[P:81]([c:82]2[cH:83][cH:84][cH:85][cH:86][cH:87]2)([c:88]2[cH:89][cH:90][cH:91][cH:92][cH:93]2)[c:94]2[cH:95][cH:96][cH:97][cH:98][cH:99]2)([c:100]2[cH:101][cH:102][cH:103][cH:104][cH:105]2)[c:106]2[cH:107][cH:108][cH:109][cH:110][cH:111]2)[cH:112][cH:113]1>>[C:1]([CH3:2])(=[O:3])[O:4][CH2:5][CH:6]1[CH2:7][CH:8]([n:16]2[c:17]3[n:18][cH:19][n:20][c:21]([CH2:27][CH:28]([CH3:29])[CH3:30])[c:22]3[n:23][cH:24]2)[CH:9]2[O:10][C:11]([CH3:14])([CH3:15])[O:12][CH:13]12. Starting materials: BrC1=C(C=C(C=C1)I)F (1-bromo-2-fluoro-4-iodobenzene), FC=1C=C(C=CC1)B(O)O (3-fluorophenylboronic acid), C([O-])(O)=O.[Na+] (sodium bicarbonate), C(CC)O (n-propanol), trihalide. Reagents/catalysts: Cl[Pd]([P](C1=CC=CC=C1)(C2=CC=CC=C2)C3=CC=CC=C3)([P](C4=CC=CC=C4)(C5=CC=CC=C5)C6=CC=CC=C6)Cl (trans-dichlorobis(triphenylphosphine)palladium(II)). Run in O (water). Conditions: temperature 83 celsius. Yields the product BrC1=C(C=C(C=C1)C1=CC(=CC=C1)F)F (4-bromo-3,3′-difluorobiphenyl). Isolated yield 3723.7%. As a reaction SMILES: [Br:1][C:2]1[CH:7]=[CH:6][C:5](I)=[CH:4][C:3]=1[F:9].[F:10][C:11]1[CH:12]=[C:13](B(O)O)[CH:14]=[CH:15][CH:16]=1.C(=O)(O)[O-].[Na+].C(O)CC>Cl[Pd](Cl)([P](C1C=CC=CC=1)(C1C=CC=CC=1)C1C=CC=CC=1)[P](C1C=CC=CC=1)(C1C=CC=CC=1)C1C=CC=CC=1.O>[Br:1][C:2]1[CH:7]=[CH:6][C:5]([C:15]2[CH:14]=[CH:13][CH:12]=[C:11]([F:10])[CH:16]=2)=[CH:4][C:3]=1[F:9] |f:2.3,^1:31,50|. Procedure details: To an appropriately-sized reactor was charged 1-bromo-2-fluoro-4-iodobenzene (600.55 g, 1.996 mol, 1.0 eq.), 3-fluorophenylboronic acid (282.60 g, 2.020 mol, 1.01 eq.), sodium bicarbonate (503.91 g, 5.998 mol, 3.0 eq.), trans-dichlorobis(triphenylphosphine)palladium(II) (4.1947 g, 5.98 mmol, 0.003 eq.), n-propanol (4.8 L, 8 vol. relative to trihalide amount), and water (2 vol. relative to trihalide amount). The mixture was stirred at a speed adequate to produce an evenly-dispersed suspension. Th... Reactants: [N-]=[N+]=[N-].CN(C(N(C)C)=[NH2+])C (Tetramethylguanidinium azide), C(C)(=O)NCCSC1=C(N2C([C@H]([C@H]2C1)[C@H](C)O)=O)C(=O)OCC1=CC=C(C=C1)[N+](=O)[O-] (p-Nitrobenzyl (5R, 6R)-3-(2-acetamidoethylthio)-6-[(1S)-1-hydroxyethyl]-7-oxo-1-azabicyclo[3.2.0]hept-2-ene-2-carboxylate), [N-]=[N+]=[N-] (azide), e1, Cl[Si](C)(C)C (chlorotrimethylsilane), [N-]=[N+]=[N-] (azide). Run in ClCCl (dichloromethane), ClCCl (dichloromethane), O (water), N1=CC=CC=C1 (pyridine). Yields the product CC1=NN=NN1CCSC1=C(N2C([C@H]([C@H]2C1)[C@H](C)O[Si](C)(C)C)=O)C(=O)OCC1=CC=C(C=C1)[N+](=O)[O-] (p-Nitrobenzyl (5R, 6R)-3-[2-(5-Methyltetrazol-1-yl)ethylthio]-6-[(1S)-1-trimethylsilyloxyethyl]-7-oxo-1-azabicyclo[3.2.0]hept-2-ene-2-carboxylate). RXN SMILES: [C:1]([NH:4][CH2:5][CH2:6][S:7][C:8]1[CH2:14][C@H:13]2[N:10]([C:11](=[O:18])[C@H:12]2[C@@H:15]([OH:17])[CH3:16])[C:9]=1[C:19]([O:21][CH2:22][C:23]1[CH:28]=[CH:27][C:26]([N+:29]([O-:31])=[O:30])=[CH:25][CH:24]=1)=[O:20])(=O)[CH3:2].Cl[Si:33]([CH3:36])([CH3:35])[CH3:34].[N-:37]=[N+:38]=[N-:39].CN(C)C(=[NH2+])N(C)C.[N-]=[N+]=[N-]>N1C=CC=CC=1.ClCCl.O>[CH3:2][C:1]1[N:4]([CH2:5][CH2:6][S:7][C:8]2[CH2:14][C@H:13]3[N:10]([C:11](=[O:18])[C@H:12]3[C@@H:15]([O:17][Si:33]([CH3:36])([CH3:35])[CH3:34])[CH3:16])[C:9]=2[C:19]([O:21][CH2:22][C:23]2[CH:24]=[CH:25][C:26]([N+:29]([O-:31])=[O:30])=[CH:27][CH:28]=2)=[O:20])[N:39]=[N:38][N:37]=1 |f:2.3|. Procedure: p-Nitrobenzyl (5R, 6R)-3-(2-acetamidoethylthio)-6-[(1S)-1-hydroxyethyl]-7-oxo-1-azabicyclo[3.2.0]hept-2-ene-2-carboxylate, e1 (232 mg) was suspended in pyridine (3 ml) and treated with chlorotrimethylsilane (350 mg). After 15 min. the pyridine was evaporated in vacuo and ethyl acetate (20 ml) and water (20 ml) were added to the residue. After shaking, the layers were separated and the ethyl acetate layer was washed with brine, dried (MgSO4) and evaporated in vacuo. Toluene (10 ml) was added to t...